Task: describe an organic reaction: reactants, conditions, products, and yield. Dataset: the Open Reaction Database (ORD), a public repository of structured organic reaction records Reactants: C(C)(C)(C)OC(=O)[C@H]1N([C@@H](CC1)C1=CNC2=CC=CC=C12)C(CNC(NC=1C=C(C(=O)OCC[Si](C)(C)C)C=CC1)=O)=O (2-trimethylsilylethyl (2S,5S)-3-{3-{2-[2-tert-butoxycarbonyl-5-(3-indolyl)-1-pyrrolidinyl]-2-oxoethyl}ureido}benzoate), solution, [F-].C(CCC)[N+](CCCC)(CCCC)CCCC (tetrabutylammonium fluoride), crude product. Run in C(C)(=O)OCC (ethyl acetate). The product is C(C)(C)(C)OC(=O)[C@H]1N([C@@H](CC1)C1=CNC2=CC=CC=C12)C(CNC(NC=1C=C(C(=O)O)C=CC1)=O)=O ((2S,5S)-3-{3-{2-[2-tert-butoxycarbonyl-5-(3-indolyl)-1-pyrrolidinyl]-2-oxoethyl}ureido}benzoic acid). Isolated yield 43.1%. RXN SMILES: [C:1]([O:5][C:6]([C@@H:8]1[CH2:12][CH2:11][C@@H:10]([C:13]2[C:21]3[C:16](=[CH:17][CH:18]=[CH:19][CH:20]=3)[NH:15][CH:14]=2)[N:9]1[C:22](=[O:43])[CH2:23][NH:24][C:25](=[O:42])[NH:26][C:27]1[CH:28]=[C:29]([CH:39]=[CH:40][CH:41]=1)[C:30]([O:32]CC[Si](C)(C)C)=[O:31])=[O:7])([CH3:4])([CH3:3])[CH3:2].[F-].C([N+](CCCC)(CCCC)CCCC)CCC>C(OCC)(=O)C>[C:1]([O:5][C:6]([C@@H:8]1[CH2:12][CH2:11][C@@H:10]([C:13]2[C:21]3[C:16](=[CH:17][CH:18]=[CH:19][CH:20]=3)[NH:15][CH:14]=2)[N:9]1[C:22](=[O:43])[CH2:23][NH:24][C:25](=[O:42])[NH:26][C:27]1[CH:28]=[C:29]([CH:39]=[CH:40][CH:41]=1)[C:30]([OH:32])=[O:31])=[O:7])([CH3:4])([CH3:2])[CH3:3] |f:1.2|. Procedure: The operation is carried out in a fashion similar to that described in Example 41, but starting from 0.25 g of 2-trimethylsilylethyl (2S,5S)-3-{3-{2-[2-tert-butoxycarbonyl-5-(3-indolyl)-1-pyrrolidinyl]-2-oxoethyl}ureido}benzoate and 1.5 cm3 of a 1M solution of tetrabutylammonium fluoride. The crude product is dissolved in 25 cm3 of ethyl acetate and extracted with 2 times 10 cm3 of 0.1N aqueous sodium hydroxide solution. The aqueous phases are brought to a pH of 2 by addition of a 1N aqueous hyd...